From a dataset of the Open Reaction Database (ORD), a public repository of structured organic reaction records. describe an organic reaction: reactants, conditions, products, and yield The reactants are COC=1C(=C(C=CC1)[N+](=O)[O-])OC (dimethoxynitrobenzene), NC(CCSC)C(=O)O (dl-methionine), O (water). Run in CS(=O)(=O)O (methanesulfonic acid). Conditions: time 24 hour. The product is OC1=C(C=CC(=C1)OC)[N+](=O)[O-] (2-Hydroxy4-methoxynitrobenzene). As a reaction SMILES: CO[C:3]1[C:4]([O:12]C)=[C:5]([N+:9]([O-:11])=[O:10])[CH:6]=[CH:7][CH:8]=1.NC([C:20](O)=[O:21])CCSC.O>CS(O)(=O)=O>[OH:12][C:4]1[CH:3]=[C:8]([O:21][CH3:20])[CH:7]=[CH:6][C:5]=1[N+:9]([O-:11])=[O:10]. Procedure: To a solution of dimethoxynitrobenzene (30.0 g, 0.163 mol) in 99% methanesulfonic acid (300 ml) was added dl-methionine (31.8 g, 0.212 mol) and the mixture was stirred at rt for 24 h. The solution was poured onto ice and stirred with water (1.5 l). The precipitate was filtered and washed with water. The title compound was collected as a yellow solid (23.1 g, 84%).